From a dataset of the Open Reaction Database (ORD), a public repository of structured organic reaction records. describe an organic reaction: reactants, conditions, products, and yield The reactants are C(C1=CC=CC=C1)Cl (benzyl chloride), BrCC=1C=CN2N=CN=C(C21)Cl (5-bromomethyl-4-chloro-pyrrolo[2,1-f][1,2,4]triazine), C(=O)(O)[O-].[Na+] (NaHCO3), ClC1=NC=NN2C1=C(C=C2)COCCOC (4-chloro-5-(2-methoxy-ethoxymethyl)-pyrrolo[2,1-f][1,2,4]triazine), C(=O)(O)[O-].[Na+] (NaHCO3), C(C1=CC=CC=C1)N1N=CC2=CC(=CC=C12)N (1-benzyl-1H-indazol-5-ylamine), FC=1C=C(CN2N=CC3=CC(=CC=C23)N)C=CC1 (1-(3-fluoro-benzyl)-1H-indazol-5-ylamine). The solvent is C(Cl)Cl (DCM), C(Cl)Cl (DCM), CC#N (CH3CN), COCCO (2-methoxyethanol). Run at time 6 hour. The product is C(C1=CC=CC=C1)N1N=CC2=CC(=CC=C12)NC1=NC=NN2C1=C(C=C2)COCCOC ((1-Benzyl-1H-indazol-5-yl)-[5-(2-methoxy-ethoxymethyl)-pyrrolo[2,1-f][1,2,4]triazin-4-yl]-amine). The yield is 21.0%. As a reaction SMILES: BrCC1C=CN2C=1C(Cl)=NC=N2.C([O-])(O)=O.[Na+].Cl[C:19]1[C:24]2=[C:25]([CH2:28][O:29][CH2:30][CH2:31][O:32][CH3:33])[CH:26]=[CH:27][N:23]2[N:22]=[CH:21][N:20]=1.[CH2:34]([N:41]1[C:49]2[C:44](=[CH:45][C:46]([NH2:50])=[CH:47][CH:48]=2)[CH:43]=[N:42]1)[C:35]1[CH:40]=[CH:39][CH:38]=[CH:37][CH:36]=1.FC1C=C(C=CC=1)CN1C2C(=CC(N)=CC=2)C=N1.C(Cl)C1C=CC=CC=1>COCCO.C(Cl)Cl.CC#N>[CH2:34]([N:41]1[C:49]2[C:44](=[CH:45][C:46]([NH:50][C:19]3[C:24]4=[C:25]([CH2:28][O:29][CH2:30][CH2:31][O:32][CH3:33])[CH:26]=[CH:27][N:23]4[N:22]=[CH:21][N:20]=3)=[CH:47][CH:48]=2)[CH:43]=[N:42]1)[C:35]1[CH:36]=[CH:37][CH:38]=[CH:39][CH:40]=1 |f:1.2|. Procedure: A suspension of 5-bromomethyl-4-chloro-pyrrolo[2,1-f][1,2,4]triazine (50 mg, 0.202 mmole and NaHCO3 (75 mg, 4.4 equiv) in 2-methoxyethanol (1.0 mL) under N2 was left stirring at RT for 6 hr. The reaction was diluted with DCM, extracted with water and dried (Na2SO4). Removal of the solvent left 4-chloro-5-(2-methoxy-ethoxymethyl)-pyrrolo[2,1-f][1,2,4]triazine (41 mg, 84%) as an oil. 1H NMR (CDCl3) δ 3.40 (s, 3H), 3.67 (m, 4H), 4.96 (s, 2H), 7.05 (d, 1H, J=3 Hz), 7.82 (d, 1H, J=1 Hz), 8.16 (s, 1H)... Starting materials: ice, ClC1=C(CP(OCC)(OCC)=O)C=C(C(=C1)[N+](=O)[O-])F (Diethyl 2-chloro-5-fluoro-4-nitrobenzylphosphonate), O=C1CCN(CC1)C(=O)OC(C)(C)C (tert-butyl 4-oxopiperidine-1-carboxylate), [H-].[Na+] (Sodium hydride). The solvent is O1CCCC1 (tetrahydrofuran). Run at time 3.5 hour. Product: ClC1=C(C=C2CCN(CC2)C(=O)OC(C)(C)C)C=C(C(=C1)[N+](=O)[O-])F (tert-Butyl 4-(2-chloro-5-fluoro-4-nitrobenzylidene)piperidine-1-carboxylate). Isolated yield 28.5%. Reaction SMILES: [Cl:1][C:2]1[CH:16]=[C:15]([N+:17]([O-:19])=[O:18])[C:14]([F:20])=[CH:13][C:3]=1[CH2:4]P(=O)(OCC)OCC.O=[C:22]1[CH2:27][CH2:26][N:25]([C:28]([O:30][C:31]([CH3:34])([CH3:33])[CH3:32])=[O:29])[CH2:24][CH2:23]1.[H-].[Na+]>O1CCCC1>[Cl:1][C:2]1[CH:16]=[C:15]([N+:17]([O-:19])=[O:18])[C:14]([F:20])=[CH:13][C:3]=1[CH:4]=[C:22]1[CH2:27][CH2:26][N:25]([C:28]([O:30][C:31]([CH3:34])([CH3:33])[CH3:32])=[O:29])[CH2:24][CH2:23]1 |f:2.3|. Procedure: Diethyl 2-chloro-5-fluoro-4-nitrobenzylphosphonate (4.06 g, 12.47 mmol) and tert-butyl 4-oxopiperidine-1-carboxylate (2.48 g, 12.47 mmol) were stirred in tetrahydrofuran (47.9 ml) and cooled in an ice bath. Sodium hydride (0.65 g, 16.21 mmol) was added and the reaction taken off the ice bath and stirred for 3.5 hours at room temperature. The reaction was quenched with water and extracted with dichloromethane, dried (magnesium sulphate), filtered and evaporated under reduced pressure. The crude m... The reactants are [Na] (Sodium), Cl.NO (hydroxylamine hydrochloride), COC(=CC#N)C(F)(F)F (3-methoxy-3-(trifluromethyl)acrylonitrile), Cl (hydrochloric acid). The solvent is CO (methanol). Reaction conditions: time 15 minute. Product: FC(C1=CC(=NO1)N)(F)F (5-Trifluoromethyl-3-aminoisoxazole), FC(C1=NOC(=C1)N)(F)F (3-trifluoromethyl-5-aminoisoxazole). The yield is 22.3%. Reaction SMILES: [Na].Cl.[NH2:3][OH:4].C[O:6][C:7]([C:11]([F:14])([F:13])[F:12])=[CH:8][C:9]#[N:10].Cl>CO>[F:12][C:11]([F:14])([F:13])[C:7]1[O:6][N:10]=[C:9]([NH2:3])[CH:8]=1.[F:12][C:11]([F:14])([F:13])[C:7]1[CH:8]=[C:9]([NH2:10])[O:4][N:3]=1 |f:1.2,^1:0|. Reported procedure: Sodium metal (0.48 g, 0.0210 mole, 1.5 eq.) was added to dry methanol (28 ml) and 97% hydroxylamine hydrochloride (1.50 g, 0.0210 mole, 1.5 eq.), obtained from Nakarai Chemicals, was then added to the resulting solution with ice cooling. After being stirred at room temperature for 15 minutes, 3-methoxy-3-(trifluromethyl)acrylonitrile (2.12 g, 0.0140 mole) was added and heated under reflux for 16 hours. To the solution was then added 36% hydrochloric acid (3.54 g, 0.0350 mole, 2.5 eq.) and it was...